Dataset: the Open Reaction Database (ORD), a public repository of structured organic reaction records. Task: describe an organic reaction: reactants, conditions, products, and yield Starting materials: ClC(C1OC2=C(C(O1)C(Cl)(Cl)Cl)C=C(C=C2)C=O)(Cl)Cl (2,4-bis(trichloromethyl)benzo[1,3]dioxin-6-carboxaldehyde), C1(=CC=CC=C1)NN (phenylhydrazine). The solvent is C(Cl)(Cl)Cl (chloroform). Product: C1(=CC=CC=C1)NN=CC=1C=CC2=C(C(OC(O2)C(Cl)(Cl)Cl)C(Cl)(Cl)Cl)C1 (6-phenylhydrazonomethyl-2,4-bis(trichloromethyl)benzo[1,3]dioxin). As a reaction SMILES: [Cl:1][C:2]([Cl:20])([Cl:19])[CH:3]1[O:8][CH:7]([C:9]([Cl:12])([Cl:11])[Cl:10])[C:6]2[CH:13]=[C:14]([CH:17]=O)[CH:15]=[CH:16][C:5]=2[O:4]1.[C:21]1([NH:27][NH2:28])[CH:26]=[CH:25][CH:24]=[CH:23][CH:22]=1>C(Cl)(Cl)Cl>[C:21]1([NH:27][N:28]=[CH:17][C:14]2[CH:15]=[CH:16][C:5]3[O:4][CH:3]([C:2]([Cl:1])([Cl:20])[Cl:19])[O:8][CH:7]([C:9]([Cl:11])([Cl:12])[Cl:10])[C:6]=3[CH:13]=2)[CH:26]=[CH:25][CH:24]=[CH:23][CH:22]=1. Procedure: A mixture of 2,4-bis(trichloromethyl)benzo[1,3]dioxin-6-carboxaldehyde (1.0 g.) and phenylhydrazine (0.27 g.) in chloroform (35 ml.) was heated under gentle reflux for 1 hour. The resulting solution was cooled and evaporated to dryness under reduced pressure, and the residue was crystallised from ethanol to give 6-phenylhydrazonomethyl-2,4-bis(trichloromethyl)benzo[1,3]dioxin, m.p. 203°-204° C. Reactants: C[C@@H]1[C@@H]2C[C@]([C@@H](/C=C/C=C(/CC3=CC(=C(C(=C3)OC)Cl)N(C(=O)C[C@@H]([C@]4([C@H]1O4)C)OC(=O)[C@H](C)N(C)C(=O)CCS)C)\C)OC)(NC(=O)O2)O (N2′-Deacetyl-N2′-(3-mercapto-1-oxopropyl)-maytansine), C1CC(CCC1CN2C(=O)C=CC2=O)C(=O)ON3C(=O)CCC3=O (Succinimidyl-4-(N-maleimidomethyl)cyclohexane-1-carboxylate), P(=O)([O-])([O-])[O-] (Phosphate), P(=O)([O-])([O-])[O-].[K+].[K+].[K+] (Potassium Phosphate), C(CN(CC(=O)O)CC(=O)O)N(CC(=O)O)CC(=O)O (EDTA). The solvent is C1CCOC1 (THF). Reaction conditions: time 30 minute. The product is C[C@@H]1[C@@H]2C[C@]([C@@H](/C=C/C=C(/CC3=CC(=C(C(=C3)OC)Cl)N(C(=O)C[C@@H]([C@]4([C@H]1O4)C)OC(=O)[C@H](C)N(C)C(=O)CCSC5CC(=O)N(C5=O)CC6CCC(CC6)C(=O)ON7C(=O)CCC7=O)C)\C)OC)(NC(=O)O2)O (DM1-SMCC). Isolated yield 63.8%. RXN SMILES: [CH3:1][C@H:2]1[C@@H:27]2[O:28][C@@:26]2([CH3:29])[C@@H:25]([O:30][C:31]([C@@H:33]([N:35]([C:37]([CH2:39][CH2:40][SH:41])=[O:38])[CH3:36])[CH3:34])=[O:32])[CH2:24][C:22](=[O:23])[N:21]([CH3:42])[C:14]2=[C:15]([Cl:20])[C:16]([O:18][CH3:19])=[CH:17][C:12](=[CH:13]2)[CH2:11][C:10]([CH3:43])=[CH:9][CH:8]=[CH:7][C@@H:6]([O:44][CH3:45])[C@:5]2([OH:50])[NH:46][C:47]([O:49][C@H:3]1[CH2:4]2)=[O:48].[CH2:51]1[CH:56]([CH2:57][N:58]2[C:63](=[O:64])[CH:62]=[CH:61][C:59]2=[O:60])[CH2:55][CH2:54][CH:53]([C:65]([O:67][N:68]2[C:73](=[O:74])[CH2:72][CH2:71][C:69]2=[O:70])=[O:66])[CH2:52]1.P([O-])([O-])([O-])=O.P([O-])([O-])([O-])=O.[K+].[K+].[K+].C(N(CC(O)=O)CC(O)=O)CN(CC(O)=O)CC(O)=O>C1COCC1>[CH3:1][C@H:2]1[C@@H:27]2[O:28][C@@:26]2([CH3:29])[C@@H:25]([O:30][C:31]([C@@H:33]([N:35]([C:37]([CH2:39][CH2:40][S:41][CH:62]2[C:63](=[O:64])[N:58]([CH2:57][CH:56]3[CH2:55][CH2:54][CH:53]([C:65]([O:67][N:68]4[C:73](=[O:74])[CH2:72][CH2:71][C:69]4=[O:70])=[O:66])[CH2:52][CH2:51]3)[C:59](=[O:60])[CH2:61]2)=[O:38])[CH3:36])[CH3:34])=[O:32])[CH2:24][C:22](=[O:23])[N:21]([CH3:42])[C:14]2=[C:15]([Cl:20])[C:16]([O:18][CH3:19])=[CH:17][C:12](=[CH:13]2)[CH2:11][C:10]([CH3:43])=[CH:9][CH:8]=[CH:7][C@@H:6]([O:44][CH3:45])[C@:5]2([OH:50])[NH:46][C:47]([O:49][C@H:3]1[CH2:4]2)=[O:48] |f:3.4.5.6|. Procedure details: A round bottom flask was charged with N2′-Deacetyl-N2′-(3-mercapto-1-oxopropyl)-maytansine (DM1, 67.9 mg, 0.092 mmol), Succinimidyl-4-(N-maleimidomethyl)cyclohexane-1-carboxylate (SMCC, 32.1 mg, 0.096 mmol, 1.05 equivalents) and THF (4 mL). The solution stirred as the reagents were dissolved in the solvent to yield a clear, colorless solution. Phosphate buffer, pH 6, (4 mL, 100 mM Potassium Phosphate, 2 mM EDTA) was then added. The reaction flask was equipped with a septum and stir bar and the r... The reactants are [H-].[Na+] (Sodium hydride), N1C(CCC1)=O (pyrrolidinone), ClC1=NC=CN=C1Cl (2,3-Dichloropyrazine). Run in CN(C=O)C (dimethylformamide), CN(C=O)C (dimethylformamide). Reaction conditions: time 2 hour. Product: ClC=1C(=NC=CN1)N1C(CCC1)=O (1-(3-Chloro-2-pyrazinyl)-2-pyrrolidinone). Yield: 32.9%. As a reaction SMILES: [H-].[Na+].[NH:3]1[CH2:7][CH2:6][CH2:5][C:4]1=[O:8].[Cl:9][C:10]1[C:15](Cl)=[N:14][CH:13]=[CH:12][N:11]=1>CN(C)C=O>[Cl:9][C:10]1[C:15]([N:3]2[CH2:7][CH2:6][CH2:5][C:4]2=[O:8])=[N:14][CH:13]=[CH:12][N:11]=1 |f:0.1|. Procedure: Sodium hydride (60% in mineral oil, 67 mg, 1.62 mmol) was added to a solution of pyrrolidinone (0.12 ml, 1.54 mmol) in dry dimethylformamide (5 ml) under argon at 0° C. The mixture was allowed to warm to room temperature over 1.5 hours. A solution of 2,3-dichloropyrazine (D46, Step 2) (250 mg, 1.69 mmol) in dry dimethylformamide (2 ml) was added and the mixture stirred at room temperature under argon for 2 hours. The mixture was poured onto water (30 ml) and was extracted with ethyl acetate (×3)... RXN SMILES: [H-].[Na+].[F:3][C:4]1[CH:9]=[CH:8][C:7]([F:10])=[CH:6][C:5]=1[C:11]1([CH2:18][OH:19])[CH2:16][CH2:15][N:14]([CH3:17])[CH2:13][CH2:12]1.CN([CH:23]=[O:24])C>CCCCCC>[F:3][C:4]1[CH:9]=[CH:8][C:7]([F:10])=[CH:6][C:5]=1[C:11]1([C:18]([O:24][CH3:23])=[O:19])[CH2:12][CH2:13][N:14]([CH3:17])[CH2:15][CH2:16]1 |f:0.1|. Yields the product FC1=C(C=C(C=C1)F)C1(CCN(CC1)C)C(=O)OC (4-(2,5-Difluorophenyl)-4-methoxycarbonyl-1-methylpiperidine). Procedure: NaH (158 mg, 6.56 mmol) was added to 4-(2,5-difluorophenyl)-4-hydroxymethyl-1-methylpiperidine (1.45 g, 6.56 mmol) in DMF (20 mL). The slurry was heated to 90° C. for 6 h. The reaction was diluted with hexane (200 mL), washed with water (200 mL), brine (50 mL), dried (MgSO4), and concentrated to yield 1.21 g (92%) of the title compound as a white crystalline solid; 1H NMR (400 MHz, CDCl3) δ 6.98 (dd, 1H), 6.54 (dt, 1H), 6.48 (dd, 1H), 4.37 (s, 2H), 2.84 (m, 2H), 2.31 (s, 3H), 1.97 (4H, pentuplet... The reactants are [H-].[Na+] (NaH), FC1=C(C=C(C=C1)F)C1(CCN(CC1)C)CO (4-(2,5-difluorophenyl)-4-hydroxymethyl-1-methylpiperidine), CN(C)C=O (DMF). Run at temperature 90 celsius. Solvent: CCCCCC (hexane). Yield: 92.0%. Reaction SMILES: [I:1]/[CH:2]=[CH:3]/[C:4](=[O:10])[CH2:5][CH2:6][CH2:7][CH2:8][CH3:9].[BH4-].[Na+]>>[I:1]/[CH:2]=[CH:3]/[CH:4]([OH:10])[CH2:5][CH2:6][CH2:7][CH2:8][CH3:9] |f:1.2|. Yields the product I\C=C\C(CCCCC)O (1-iodo-trans-1-octen-3-ol). Reported procedure: Treatment of 63 g. (0.25 mole) of 1-iodo-trans-1-octen-3-one (Example 724) with sodium borohydride in the manner described in Example 726 gave 58 g. of yellow oil. The oil is purified by adsorption chromatography on a magnesia silica gel column using benzene as eluent to give a light yellow oil. Reactants: I\C=C\C(CCCCC)=O (1-iodo-trans-1-octen-3-one), [BH4-].[Na+] (sodium borohydride). Starting materials: C[Al](C)C, COC(=O)c1cnc(N2CC(C)N(C)C(C)C2)nc1, Cc1ccccc1, CO, COc1cc(COc2cc(N)[nH]n2)cc(OC)c1, Cl. Yields the product COc1cc(COc2cc(NC(=O)c3cnc(N4CC(C)N(C)C(C)C4)nc3)[nH]n2)cc(OC)c1. Reaction SMILES: [CH3:1][Al:2]([CH3:3])[CH3:4].[CH3:24][CH:25]1[CH2:26][N:27]([c:33]2[n:34][cH:35][c:36]([C:39](=[O:40])[O:41][CH3:42])[cH:37][n:38]2)[CH2:28][CH:29]([CH3:32])[N:30]1[CH3:31].[CH3:43][c:44]1[cH:45][cH:46][cH:47][cH:48][cH:49]1.[CH3:50][OH:51].[CH3:5][O:6][c:7]1[cH:8][c:9]([CH2:15][O:16][c:17]2[cH:18][c:19]([NH2:22])[nH:20][n:21]2)[cH:10][c:11]([O:13][CH3:14])[cH:12]1.[ClH:23]>>[CH3:5][O:6][c:7]1[cH:8][c:9]([CH2:15][O:16][c:17]2[cH:18][c:19]([NH:22][C:39]([c:36]3[cH:35][n:34][c:33]([N:27]4[CH2:26][CH:25]([CH3:24])[N:30]([CH3:31])[CH:29]([CH3:32])[CH2:28]4)[n:38][cH:37]3)=[O:40])[nH:20][n:21]2)[cH:10][c:11]([O:13][CH3:14])[cH:12]1. The reactants are Cc1cc(C=CCC(CC(=O)OC(C)(C)C)C(=O)NC(C(=O)NC(C)c2ccccc2)C(C)(C)C)ccc1Oc1ccccc1, CO, O=C[O-], [NH4+]. RXN SMILES: [CH3:1][C:2]([CH:3]([C:4](=[O:5])[NH:6][CH:7]([CH3:8])[c:9]1[cH:10][cH:11][cH:12][cH:13][cH:14]1)[NH:15][C:16](=[O:17])[CH:18]([CH2:19][C:20](=[O:21])[O:22][C:23]([CH3:24])([CH3:25])[CH3:26])[CH2:27][CH:28]=[CH:29][c:30]1[cH:31][c:32]([CH3:43])[c:33]([O:36][c:37]2[cH:38][cH:39][cH:40][cH:41][cH:42]2)[cH:34][cH:35]1)([CH3:44])[CH3:45].[CH3:50][OH:51].[CH:46]([O-:47])=[O:48].[NH4+:49]>>[CH3:1][C:2]([CH:3]([C:4](=[O:5])[NH:6][CH:7]([CH3:8])[c:9]1[cH:10][cH:11][cH:12][cH:13][cH:14]1)[NH:15][C:16](=[O:17])[CH:18]([CH2:19][C:20](=[O:21])[O:22][C:23]([CH3:24])([CH3:25])[CH3:26])[CH2:27][CH2:28][CH2:29][c:30]1[cH:31][c:32]([CH3:43])[c:33]([O:36][c:37]2[cH:38][cH:39][cH:40][cH:41][cH:42]2)[cH:34][cH:35]1)([CH3:44])[CH3:45]. Yields the product Cc1cc(CCCC(CC(=O)OC(C)(C)C)C(=O)NC(C(=O)NC(C)c2ccccc2)C(C)(C)C)ccc1Oc1ccccc1.